Dataset: the Open Reaction Database (ORD), a public repository of structured organic reaction records. Task: describe an organic reaction: reactants, conditions, products, and yield The reactants are CC(C)(C)n1nc(CCC=O)cc1-c1ccc(Cl)cc1, CCN(C(C)C)C(C)C, Clc1ccc(N2CCNCC2)cc1Cl. The product is CC(C)(C)n1nc(CCCN2CCN(c3ccc(Cl)c(Cl)c3)CC2)cc1-c1ccc(Cl)cc1. As a reaction SMILES: [C:1]([CH3:2])([CH3:3])([CH3:4])[n:5]1[n:6][c:7]([CH2:17][CH2:18][CH:19]=[O:20])[cH:8][c:9]1-[c:10]1[cH:11][cH:12][c:13]([Cl:16])[cH:14][cH:15]1.[CH:35]([N:36]([CH2:37][CH3:38])[CH:39]([CH3:40])[CH3:41])([CH3:42])[CH3:43].[Cl:21][c:22]1[cH:23][c:24]([N:29]2[CH2:30][CH2:31][NH:32][CH2:33][CH2:34]2)[cH:25][cH:26][c:27]1[Cl:28]>>[C:1]([CH3:2])([CH3:3])([CH3:4])[n:5]1[n:6][c:7]([CH2:17][CH2:18][CH2:19][N:32]2[CH2:31][CH2:30][N:29]([c:24]3[cH:23][c:22]([Cl:21])[c:27]([Cl:28])[cH:26][cH:25]3)[CH2:34][CH2:33]2)[cH:8][c:9]1-[c:10]1[cH:11][cH:12][c:13]([Cl:16])[cH:14][cH:15]1. The reactants are CC(C(=O)NNC(C)=O)NC1=CC=CC=C1C (1-(2,6-dimethylphenylaminoacetyl)-2-acetylhydrazine), P12(=S)SP3(=S)SP(=S)(S1)SP(=S)(S2)S3 (phosphorus pentasulfide), N1=CC=CC=C1 (pyridine), ice water, S (Hydrogen sulfide). The solvent is ClCCl (dichloromethane). Run at time 2 hour. Yields the product CC1=C(C(=CC=C1)C)NCC=1SC(=NN1)C (2-(2,6-dimethylphenylaminomethyl)-5-methyl-1,3,4-thiadiazole). As a reaction SMILES: C[CH:2]([NH:10][C:11]1[C:16]([CH3:17])=[CH:15][CH:14]=[CH:13][CH:12]=1)[C:3]([NH:5][NH:6][C:7](=O)[CH3:8])=O.P12(SP3(SP(SP(S3)(S1)=S)(=S)S2)=S)=S.[SH2:32].N1C=CC=C[CH:34]=1>ClCCl>[CH3:34][C:12]1[CH:13]=[CH:14][CH:15]=[C:16]([CH3:17])[C:11]=1[NH:10][CH2:2][C:3]1[S:32][C:7]([CH3:8])=[N:6][N:5]=1. Procedure: To a stirred solution of 16.0 g (0.068 mol) 1-(2,6-dimethylphenylaminoacetyl)-2-acetylhydrazine in 150 ml pyridine was added 15.1 g (0.068 mol) phosphorus pentasulfide in small portions. A mild exotherm ensued. The reaction mixture was heated to 140°-150° C. when an exotherm ensued. The reaction temperature rose to 170° C., and then subsided. Hydrogen sulfide was liberated. The reaction was kept at 140°-150° C. for 2 hours and then at 25° C. for about 16 hours. The pyridine solution was decanted... Reactants: CN=C=O, CN(C)C=O, CCOC(C)=O, CS(=O)(=O)c1ccc(C(CC2CCCC2)C(=O)Nc2cc[nH]n2)cc1Cl, c1cn[nH]c1. Yields the product CNC(=O)n1ccc(NC(=O)C(CC2CCCC2)c2ccc(S(C)(=O)=O)c(Cl)c2)n1. As a reaction SMILES: [CH3:27][N:28]=[C:29]=[O:30].[CH3:36][N:37]([CH3:38])[CH:39]=[O:40].[CH3:41][CH2:42][O:43][C:44](=[O:45])[CH3:46].[Cl:1][c:2]1[cH:3][c:4]([CH:12]([C:13](=[O:14])[NH:15][c:16]2[n:17][nH:18][cH:19][cH:20]2)[CH2:21][CH:22]2[CH2:23][CH2:24][CH2:25][CH2:26]2)[cH:5][cH:6][c:7]1[S:8](=[O:9])(=[O:10])[CH3:11].[nH:31]1[cH:32][cH:33][cH:34][n:35]1>>[Cl:1][c:2]1[cH:3][c:4]([CH:12]([C:13](=[O:14])[NH:15][c:16]2[n:17][n:18]([C:29]([NH:28][CH3:27])=[O:30])[cH:19][cH:20]2)[CH2:21][CH:22]2[CH2:23][CH2:24][CH2:25][CH2:26]2)[cH:5][cH:6][c:7]1[S:8](=[O:9])(=[O:10])[CH3:11]. Reactants: BrC1=C(C=CC=C1)N (2-bromo-phenylamine), C(=O)(Cl)Cl (phosgene), C1(=CC=CC=C1)[C@@H](C)O ((R)-1-phenyl-ethanol). Yields the product C1(=CC=CC=C1)[C@@H](C)OC(NC1=C(C=CC=C1)Br)=O ((2-Bromo-phenyl)-carbamic acid (R)-1-phenyl-ethyl ester). Reaction SMILES: [Br:1][C:2]1[CH:7]=[CH:6][CH:5]=[CH:4][C:3]=1[NH2:8].[C:9](Cl)(Cl)=[O:10].[C:13]1([C@H:19]([OH:21])[CH3:20])[CH:18]=[CH:17][CH:16]=[CH:15][CH:14]=1>>[C:13]1([C@H:19]([O:21][C:9](=[O:10])[NH:8][C:3]2[CH:4]=[CH:5][CH:6]=[CH:7][C:2]=2[Br:1])[CH3:20])[CH:18]=[CH:17][CH:16]=[CH:15][CH:14]=1. Procedure details: Prepared according to the procedure described in Example 1, Step 1, using the following starting materials: 2-bromo-phenylamine, phosgene, and (R)-1-phenyl-ethanol. The reactants are Cl.COC([C@@H](N)CC1=CC(=C(C=C1)F)Br)=O (3-bromo-4-fluoro-L-phenylalanine methyl ester hydrochloride), ClC1=CC(=C(C(=O)O)C=C1)NS(=O)(=O)C=1C=2N=CC=NC2C=CC1 (4-chloro-2-(quinoxaline-5-sulfonylamino)-benzoic acid). Yields the product COC([C@H](CC1=CC(=C(C=C1)F)Br)NC(C1=C(C=C(C=C1)Cl)NS(=O)(=O)C=1C=2N=CC=NC2C=CC1)=O)=O ((S)-3-(3-Bromo-4-fluoro-phenyl)-2-[4-chloro-2-(quinoxaline-5-sulfonylamino)-benzoylamino]-propionic acid methyl ester). Reaction SMILES: Cl.[CH3:2][O:3][C:4](=[O:16])[C@H:5]([CH2:7][C:8]1[CH:13]=[CH:12][C:11]([F:14])=[C:10]([Br:15])[CH:9]=1)[NH2:6].[Cl:17][C:18]1[CH:26]=[CH:25][C:21]([C:22](O)=[O:23])=[C:20]([NH:27][S:28]([C:31]2[C:32]3[N:33]=[CH:34][CH:35]=[N:36][C:37]=3[CH:38]=[CH:39][CH:40]=2)(=[O:30])=[O:29])[CH:19]=1>>[CH3:2][O:3][C:4](=[O:16])[C@@H:5]([NH:6][C:22](=[O:23])[C:21]1[CH:25]=[CH:26][C:18]([Cl:17])=[CH:19][C:20]=1[NH:27][S:28]([C:31]1[C:32]2[N:33]=[CH:34][CH:35]=[N:36][C:37]=2[CH:38]=[CH:39][CH:40]=1)(=[O:30])=[O:29])[CH2:7][C:8]1[CH:13]=[CH:12][C:11]([F:14])=[C:10]([Br:15])[CH:9]=1 |f:0.1|. Reported procedure: The title compound was prepared from 3-bromo-4-fluoro-L-phenylalanine methyl ester hydrochloride and 4-chloro-2-(quinoxaline-5-sulfonylamino)-benzoic acid as in Example 1, Part C. HPLC: RT=10.09 min. MS (ESI−): mass calcd. for C25H19BrClFN4O5S, 621.86; m/z found, 619/621 [M−H]−. 1H NMR (400 MHz, CDCl3): 11.24 (s, 1H), 8.98 (d, J=1.6, 1H), 8.92 (d, J=1.6, 1H), 8.58 (dd, J=7.3, 1.1, 1H), 8.33 (dd, J=8.5, 1.1, 1H), 7.92-7.86 (m, 1H), 7.76 (d, J=1.9, 1H), 7.28-7.25 (m, 1H), 7.19 (d, J=8.4, 1H), 7.06... Reactants: [Al+3], CC(C)C(=O)Cl, [Cl-], [Cl-], [Cl-], ClCCl, COC(=O)C(C)c1cccc2ccccc12. Yields the product COC(=O)C(C)c1cccc2c(C(=O)C(C)C)cccc12. Reaction SMILES: [Al+3:2].[C:21]([CH:22]([CH3:23])[CH3:24])(=[O:25])[Cl:26].[Cl-:1].[Cl-:3].[Cl-:4].[Cl:27][CH2:28][Cl:29].[c:5]1([CH:15]([C:16](=[O:17])[O:18][CH3:19])[CH3:20])[cH:6][cH:7][cH:8][c:9]2[cH:10][cH:11][cH:12][cH:13][c:14]12>>[c:5]1([CH:15]([C:16](=[O:17])[O:18][CH3:19])[CH3:20])[cH:6][cH:7][cH:8][c:9]2[c:10]([C:21]([CH:22]([CH3:23])[CH3:24])=[O:25])[cH:11][cH:12][cH:13][c:14]12. Starting materials: C(C)OCC (diethyl ether), [N+](=O)([O-])C=1C=CC(=NC1)Cl (5-Nitro-2-chloropyridine), C1(=CC=CC=C1)O (Phenol). The reagents and catalysts are [Br-].C(CCC)[N+](CCCC)(CCCC)CCCC (tetra-butylammonium bromide). Solvent: C1(=CC=CC=C1)C (toluene), [OH-].[Na+] (sodium hydroxide). Run at temperature 80 celsius, time 5 hour. Product: [N+](=O)([O-])C=1C=CC(=NC1)OC1=CC=CC=C1 (5-nitro-2-phenoxypyridine). Isolated yield 48.7%. RXN SMILES: [C:1]1([OH:7])[CH:6]=[CH:5][CH:4]=[CH:3][CH:2]=1.[N+:8]([C:11]1[CH:12]=[CH:13][C:14](Cl)=[N:15][CH:16]=1)([O-:10])=[O:9].C(OCC)C>[OH-].[Na+].C1(C)C=CC=CC=1.[Br-].C([N+](CCCC)(CCCC)CCCC)CCC>[N+:8]([C:11]1[CH:12]=[CH:13][C:14]([O:7][C:1]2[CH:6]=[CH:5][CH:4]=[CH:3][CH:2]=2)=[N:15][CH:16]=1)([O-:10])=[O:9] |f:3.4,6.7|. Reported procedure: Phenol (0.9 g, 9.5 mmol) was dissolved in sodium hydroxide (50% solution, 12 mL). 5-Nitro-2-chloropyridine (1.5 g, 9.5 mmol) in toluene (15 mL) was added followed by addition of tetra-butylammonium bromide (0.3 g, 0.95 mmol). The reaction mixture was stirred for 16 hours at 20° C. and 5 hours at 80° C. where after it was cooled to room temperature and diethyl ether (100 mL) added. The organic phase was washed with water (5×50 mL), dried (MgSO4), and concentrated in vacuo to give 1.0 g of 5-nitro... Starting materials: [Cr](=O)(=O)([O-])O[Cr](=O)(=O)[O-].[Na+].[Na+] (sodium dichromate), Cl (hydrochloric acid), S([O-])(O)=O.[Na+] (sodium bisulfite). Run in O (water). Yields the product [OH-].[Cr+3].[OH-].[OH-] (chromium hydroxide), S(=O)(=O)([O-])[O-].[Na+].[Na+] (sodium sulfate), [Cl-].[Na+] (sodium chloride), ( 4 ). Reaction SMILES: [S:1](=[O:4])([OH:3])[O-:2].[Na+:5].[Cr:6](O[Cr]([O-])(=O)=O)([O-])(=O)=[O:7].[Na+].[Na+].[ClH:17]>O>[OH-:2].[Cr+3:6].[OH-:7].[OH-:2].[S:1]([O-:7])([O-:3])(=[O:2])=[O:4].[Na+:5].[Na+:5].[Cl-:17].[Na+:5] |f:0.1,2.3.4,7.8.9.10,11.12.13,14.15|. Reported procedure: Similarly, it is believed that sodium bisulfite reacts with sodium dichromate, water, and hydrochloric acid to form chromium hydroxide, sodium sulfate, and sodium chloride according to equation (4):